Dataset: the Open Reaction Database (ORD), a public repository of structured organic reaction records. Task: describe an organic reaction: reactants, conditions, products, and yield The reactants are [Na].C(#N)NC(S)=NCCCN1CCC(CC1)C1=CC=CC=C1 (N-cyano-N'-[3-(4-phenyl-1-piperidinyl)propyl]isothiourea sodium salt), O (H2O), CC=1NC(=C(C(C1C(=O)OC)C1=CC(=CC=C1)NC)C(=O)OC)C (1,4-Dihydro-2,6-dimethyl-4-[3-(methylamino)phenyl]-3,5-pyridinedicarboxylic acid, dimethyl ester), Example 12. Reagents/catalysts: Cl[Hg]Cl (HgCl2). The solvent is C1CCOC1 (THF). Reaction conditions: time 30 minute. Product: C(#N)N=C(NCCCN1CCC(CC1)C1=CC=CC=C1)N(C=1C=C(C=CC1)C1C(=C(NC(=C1C(=O)OC)C)C)C(=O)OC)C (4-[3-[[(Cyanoimino)[[3-[4-phenyl-1-piperidinyl]propyl]amino]methyl]methylamino]phenyl]-1,4-dihydro-2,6-dimethyl-3,5-pyridinedicarboxylic acid, dimethyl ester). Yield: 4.5%. RXN SMILES: [Na].[C:2]([NH:4][C:5](=[N:7][CH2:8][CH2:9][CH2:10][N:11]1[CH2:16][CH2:15][CH:14]([C:17]2[CH:22]=[CH:21][CH:20]=[CH:19][CH:18]=2)[CH2:13][CH2:12]1)S)#[N:3].[CH3:23][C:24]1[NH:25][C:26]([CH3:46])=[C:27]([C:42]([O:44][CH3:45])=[O:43])[CH:28]([C:34]2[CH:39]=[CH:38][CH:37]=[C:36]([NH:40][CH3:41])[CH:35]=2)[C:29]=1[C:30]([O:32][CH3:33])=[O:31].O>C1COCC1.Cl[Hg]Cl>[C:2]([N:4]=[C:5]([N:40]([CH3:41])[C:36]1[CH:35]=[C:34]([CH:28]2[C:29]([C:30]([O:32][CH3:33])=[O:31])=[C:24]([CH3:23])[NH:25][C:26]([CH3:46])=[C:27]2[C:42]([O:44][CH3:45])=[O:43])[CH:39]=[CH:38][CH:37]=1)[NH:7][CH2:8][CH2:9][CH2:10][N:11]1[CH2:16][CH2:15][CH:14]([C:17]2[CH:22]=[CH:21][CH:20]=[CH:19][CH:18]=2)[CH2:13][CH2:12]1)#[N:3] |f:0.1,^1:0|. Procedure: To a solution of N-cyano-N'-[3-(4-phenyl-1-piperidinyl)propyl]isothiourea sodium salt (IX) (115 mg, 0.35 mmol) and the aniline intermediate (XIV) from Example 12 (115 mg, 0.35 mmol) in THF (7 mL) at 0° C. was added HgCl2 (95 mg, 0.35 mmol). The reaction mixture was then refluxed for 3 h. After cooling to room temperature, H2O (1 mL) was added, and the mixture was stirred for 30 min. A gray precipitate was collected by filtration, and rinsed with CH2Cl2, the organic extract was dried (Na2SO4), an...